From a dataset of the Open Reaction Database (ORD), a public repository of structured organic reaction records. describe an organic reaction: reactants, conditions, products, and yield Yield: 51.3%. RXN SMILES: [Br-].[C:2]([CH2:5][CH2:6][CH2:7][CH2:8][CH2:9][P+](C1C=CC=CC=1)(C1C=CC=CC=1)C1C=CC=CC=1)([OH:4])=[O:3].[CH2:29]([C:33]1[CH:40]=[CH:39][C:36]([CH:37]=O)=[CH:35][CH:34]=1)[CH2:30][CH2:31][CH3:32]>C1COCC1>[CH2:29]([C:33]1[CH:40]=[CH:39][C:36]([CH:37]=[CH:9][CH2:8][CH2:7][CH2:6][CH2:5][C:2]([OH:4])=[O:3])=[CH:35][CH:34]=1)[CH2:30][CH2:31][CH3:32] |f:0.1|. Product: C(CCC)C1=CC=C(C=C1)C=CCCCCC(=O)O (7-(p-Butylphenyl)-6-heptenoic acid). The solvent is C1CCOC1 (THF). The reactants are [Br-].C(=O)(O)CCCCC[P+](C1=CC=CC=C1)(C1=CC=CC=C1)C1=CC=CC=C1 (5-carboxypentyltriphenylphosphonium bromide), C(CCC)C1=CC=C(C=O)C=C1 (p-butylbenzaldehyde). Reported procedure: This compound was synthesized from 5-carboxypentyltriphenylphosphonium bromide (9.50 g, 20 mmol) and p-butylbenzaldehyde (3.24 g, 20 mmol) in THF (100 mL) by a Wittig reaction. Kugelrohr distillation yielded the product (2.67 g, 51%) as a colorless oil (bp 154-157° C./0.05 torr). IR: 3400-2500, 1720 cm-1, 1H-NMR:0.92 (t, 3H), 1.50 (m, 8H), 2.30 (m, 4H), 2.58 (m, 2H), 5.58+6.15 (m, 1H), 6.38 (t, 1H), 7.18 (m, 4H), 10.30 (bs, 1H). Anal. Calcd. for C17H24O2 : C, 78.42, H, 9.29%; Found: C, 78.38, H....